Dataset: the Open Reaction Database (ORD), a public repository of structured organic reaction records. Task: describe an organic reaction: reactants, conditions, products, and yield The reactants are C(C)OC(C(CC1CCCC1)C1=CC=C(C=C1)[N+](=O)[O-])=O (3-cyclopentyl-2-(4-nitro-phenyl)-propionic acid ethyl ester), [OH-].[Na+] (NaOH). The solvent is CO (methanol). Reaction conditions: time 8 hour. Yields the product C1(CCCC1)CC(C(=O)O)C1=CC=C(C=C1)[N+](=O)[O-] (3-cyclopentyl-2-(4-nitro-phenyl)-propionic acid). RXN SMILES: C([O:3][C:4](=[O:21])[CH:5]([C:12]1[CH:17]=[CH:16][C:15]([N+:18]([O-:20])=[O:19])=[CH:14][CH:13]=1)[CH2:6][CH:7]1[CH2:11][CH2:10][CH2:9][CH2:8]1)C.[OH-].[Na+]>CO>[CH:7]1([CH2:6][CH:5]([C:12]2[CH:17]=[CH:16][C:15]([N+:18]([O-:20])=[O:19])=[CH:14][CH:13]=2)[C:4]([OH:21])=[O:3])[CH2:11][CH2:10][CH2:9][CH2:8]1 |f:1.2|. Procedure details: The title A compound, 3-cyclopentyl-2-(4-nitro-phenyl)-propionic acid ethyl ester (3.6 g, 12.3 mmol) is dissolved in 25 mL of methanol and aqueous NaOH (0.70 g, 17.5 mmol in 4 mL of water) is added and the mixture is stirred at RT overnight. The methanol is removed under reduced pressure and the residue is diluted with 100 mL of water and extracted with ether. The aqueous layer is then acidified with 1N HCl and then extracted with ethyl acetate. The combined ethyl acetate layers are dried over a... The reactants are C(C)(=O)N[C@H](C(=O)OC)CC1=CC=C(C=C1)C=1C2=CC=CC=C2C=C2C=CC=CC12 (Methyl (2S)-2-acetamido-3-(4-[9-anthracenyl]phenyl)-propanoate), O.[OH-].[Li+] (lithium hydroxide monohydrate). The solvent is O (water), C1CCOC1.O (THF water). Run at time 16 hour. Yields the product C(C)(=O)N[C@H](C(=O)O)CC1=CC=C(C=C1)C=1C2=CC=CC=C2C=C2C=CC=CC12 ((2S)-2-Acetamido-3-(4-[9-anthracenyl]phenyl) propanoic acid). Yield: 90.0%. Reaction SMILES: [C:1]([NH:4][C@@H:5]([CH2:10][C:11]1[CH:16]=[CH:15][C:14]([C:17]2[C:18]3[C:23]([CH:24]=[C:25]4[C:30]=2[CH:29]=[CH:28][CH:27]=[CH:26]4)=[CH:22][CH:21]=[CH:20][CH:19]=3)=[CH:13][CH:12]=1)[C:6]([O:8]C)=[O:7])(=[O:3])[CH3:2].O.[OH-].[Li+]>C1COCC1.O.O>[C:1]([NH:4][C@@H:5]([CH2:10][C:11]1[CH:12]=[CH:13][C:14]([C:17]2[C:18]3[C:23]([CH:24]=[C:25]4[C:30]=2[CH:29]=[CH:28][CH:27]=[CH:26]4)=[CH:22][CH:21]=[CH:20][CH:19]=3)=[CH:15][CH:16]=1)[C:6]([OH:8])=[O:7])(=[O:3])[CH3:2] |f:1.2.3,4.5|. Procedure details: To a solution of 96 (80 mg, 0.20 mmol) in THF/water, 2:1 (3 mL) was added lithium hydroxide monohydrate (17 mg, 0.40 mmol) and the resulting suspension was allowed to stir for 16 h. The reaction mixture was diluted with water (30 mL) and the THF was removed by evaporation. The aqueous layer was washed with DCM (40 mL) to remove unreacted starting material. The aqueous phase was acidified with 10% HCl and the resulting precipitate was extracted with DCM (3×40 mL). The combined organics were dried... Starting materials: C1(=CC=CC=C1)C1=CC=C(O1)C(=O)O (5-Phenyl-furan-2-carboxylic acid), C(C)OC(COC1=CC(=CC=C1)N)=O ((3-Amino-phenoxy)-acetic acid ethyl ester), ester. Solvent: CCOC(=O)C (EtOAc). Yields the product C(C)OC(COC1=CC(=CC=C1)NC(=O)C=1OC(=CC1)C1=CC=CC=C1)=O ({3-[(5-Phenyl-furan-2-carbonyl)-amino]-phenoxy}-acetic acid ethyl ester). As a reaction SMILES: [C:1]1([C:7]2[O:11][C:10]([C:12]([OH:14])=O)=[CH:9][CH:8]=2)[CH:6]=[CH:5][CH:4]=[CH:3][CH:2]=1.[CH2:15]([O:17][C:18](=[O:28])[CH2:19][O:20][C:21]1[CH:26]=[CH:25][CH:24]=[C:23]([NH2:27])[CH:22]=1)[CH3:16]>CCOC(C)=O>[CH2:15]([O:17][C:18](=[O:28])[CH2:19][O:20][C:21]1[CH:26]=[CH:25][CH:24]=[C:23]([NH:27][C:12]([C:10]2[O:11][C:7]([C:1]3[CH:2]=[CH:3][CH:4]=[CH:5][CH:6]=3)=[CH:8][CH:9]=2)=[O:14])[CH:22]=1)[CH3:16]. Procedure: Carboxylic acid (56) (50 mg, 0.27 mmol) was coupled to aniline (64) (52 mg, 0.27 mmol) using Method C. During this reaction, partial hydrolysis occurred. The residue was re-dissolved in EtOAc (2 ml) and the organic layer was washed with 1M HCl (2×1 ml), dried (Na2SO4), filtered and the solvent removed in vacuo to give a mixture of acid and ester, which was used without further purification. Procedure details: A solution of 4-hydroxyphenylacetic acid (90.0 g, 0.58 mol; assay >98%) and phthalide (85.07 g, 0.63 mol) in DMF (323 g) was heated to an internal temperature of 130° C. The pressure was reduced to 800 mbar and sodium methoxide (224.6 g, 1.25 mol, assay: 30% methanolic solution) was added slowly to the mixture maintaining the internal temperature above 100° C. During the addition methanol was distilled off, and after the addition the distillation was continued under normal pressure until the int... Run at temperature 130 celsius, time 6.5 hour. The reactants are C1(=O)OCC2=CC=CC=C12 (phthalide), OC1=CC=C(C=C1)CC(=O)O (4-hydroxyphenylacetic acid), C1(=O)OCC2=CC=CC=C12 (phthalide), C[O-].[Na+] (sodium methoxide), Cl (hydrochloric acid). As a reaction SMILES: [OH:1][C:2]1[CH:7]=[CH:6][C:5]([CH2:8][C:9]([OH:11])=[O:10])=[CH:4][CH:3]=1.[C:12]1([C:21]2[C:16](=[CH:17][CH:18]=[CH:19][CH:20]=2)[CH2:15][O:14]1)=[O:13].C[O-].[Na+].Cl>CN(C=O)C.O.CO>[C:12]([C:21]1[CH:20]=[CH:19][CH:18]=[CH:17][C:16]=1[CH2:15][O:1][C:2]1[CH:3]=[CH:4][C:5]([CH2:8][C:9]([OH:11])=[O:10])=[CH:6][CH:7]=1)([OH:14])=[O:13] |f:2.3|. Isolated yield 82.8%. The solvent is CO (methanol), O (water), CN(C)C=O (DMF). Yields the product C(=O)(O)C1=C(COC2=CC=C(C=C2)CC(=O)O)C=CC=C1 (4-(2-carboxybenzyloxy)phenylacetic acid). Starting materials: [N+](=O)([O-])C=1C=C(C(=CC1)C)C (4-Nitro-o-xylene), C(C)C(=O)CC (diethyl ketone), C(C1=CC=CC=C1)(=O)O (benzoic acid), [H][H] (hydrogen), [H][H] (hydrogen). Reagents/catalysts: [Pd] (palladium on carbon). The product is C(C)N(C1=CC(=C(C=C1)C)C)CCC (N-(1-ethyl)propyl-3,4-xylidine). Isolated yield 83.0%. As a reaction SMILES: [N+:1]([C:4]1[CH:5]=[C:6]([CH3:11])[C:7]([CH3:10])=[CH:8][CH:9]=1)([O-])=O.[CH2:12]([C:14](CC)=O)[CH3:13].[C:18](O)(=O)[C:19]1C=CC=CC=1.[H][H]>[Pd]>[CH2:18]([N:1]([CH2:13][CH2:12][CH3:14])[C:4]1[CH:9]=[CH:8][C:7]([CH3:10])=[C:6]([CH3:11])[CH:5]=1)[CH3:19]. Procedure: 4-Nitro-o-xylene (10.0 g., 0.066 mole) is shaken in a Parr hydrogenator with diethyl ketone (20 ml., 0.019 mole), 5% palladium on carbon catalyst (0.5 g.) and benzoic acid (0.5 g.) with approximately 3 atmospheres of hydrogen. When the uptake of hydrogen is complete, the suspension is filtered and analyzed by gas-liquid chromatography demonstrating thereby that N-(1-ethyl)propyl-3,4-xylidine had been produced in 83% yield. Starting materials: CC=1OC2=C(C1C(=O)Cl)C=CC(=C2)OC2=C1C(=NC=C2)C=CS1 (2-methyl-6-[thieno[3,2-b]pyridin-7-yloxy]benzofuran-3-carbonyl chloride), C(C)(C)OCCN (2-(isopropoxy)ethylamine). The product is C(C)(C)OCCNC(=O)C1=C(OC2=C1C=CC(=C2)OC2=C1C(=NC=C2)C=CS1)C (2-Methyl-6-(thieno[3,2-b]pyridin-7-yloxy)-benzofuran-3-carboxylic acid (2-isopropoxy-ethyl)-amide). RXN SMILES: [CH3:1][C:2]1[O:3][C:4]2[CH:13]=[C:12]([O:14][C:15]3[CH:20]=[CH:19][N:18]=[C:17]4[CH:21]=[CH:22][S:23][C:16]=34)[CH:11]=[CH:10][C:5]=2[C:6]=1[C:7](Cl)=[O:8].[CH:24]([O:27][CH2:28][CH2:29][NH2:30])([CH3:26])[CH3:25]>>[CH:24]([O:27][CH2:28][CH2:29][NH:30][C:7]([C:6]1[C:5]2[CH:10]=[CH:11][C:12]([O:14][C:15]3[CH:20]=[CH:19][N:18]=[C:17]4[CH:21]=[CH:22][S:23][C:16]=34)=[CH:13][C:4]=2[O:3][C:2]=1[CH3:1])=[O:8])([CH3:26])[CH3:25]. Procedure: This material was prepared from 2-methyl-6-[thieno[3,2-b]pyridin-7-yloxy]benzofuran-3-carbonyl chloride 101 and 2-(isopropoxy)ethylamine in a similar manner as that described for example 108. 1H NMR (CD3CN) δ8.49 (1H, d, J=5.6 Hz), 7.91 (1H, d, J=5.6 Hz), 7.82 (1H, d, J=8.6 Hz), 7.54 (1H, d, J=5.6 Hz), 7.41 (1H, d, J=2.3 Hz), 7.20 (1H, dd, J=8.6, 2.3 Hz), 6.67 (1H, bm), 6.63 (1H, d, J=5.3 Hz), 3.8-3.51 (5H, m), 2.66 (3H, s), 1.15 (6H, d, J=6.1 Hz). Anal. Calcd for C22H22N2O4S: C, 64.37; H, 5.40;...